Dataset: the Open Reaction Database (ORD), a public repository of structured organic reaction records. Task: describe an organic reaction: reactants, conditions, products, and yield The reactants are CCO, [Cl-], Cl, [NH4+], N#CC(=O)c1ccccc1, O, O=S(=O)(O)O. Yields the product CCOC(=O)C(=O)c1ccccc1. As a reaction SMILES: [CH3:20][CH2:21][OH:22].[Cl-:11].[ClH:14].[NH4+:12].[O:1]=[C:2]([C:3]#[N:4])[c:5]1[cH:6][cH:7][cH:8][cH:9][cH:10]1.[OH2:13].[S:15](=[O:16])(=[O:17])([OH:18])[OH:19]>>[O:1]=[C:2]([C:3](=[O:13])[O:22][CH2:21][CH3:20])[c:5]1[cH:6][cH:7][cH:8][cH:9][cH:10]1. The reactants are O=C([O-])[O-], CCOC(C)=O, CN(C)C=O, ClCc1ccc(Cl)cc1, [K+], [K+], O, O=C(O)c1ccc(O)cc1. Yields the product O=C(O)c1ccc(OCc2ccc(Cl)cc2)cc1. RXN SMILES: [C:20](=[O:21])([O-:22])[O-:23].[C:27]([O:28][CH2:29][CH3:30])(=[O:31])[CH3:32].[CH3:33][N:34]([CH3:35])[CH:36]=[O:37].[Cl:11][c:12]1[cH:13][cH:14][c:15]([CH2:16][Cl:17])[cH:18][cH:19]1.[K+:24].[K+:25].[OH2:26].[OH:1][C:2](=[O:3])[c:4]1[cH:5][cH:6][c:7]([OH:8])[cH:9][cH:10]1>>[OH:1][C:2](=[O:3])[c:4]1[cH:5][cH:6][c:7]([O:8][CH2:16][c:15]2[cH:14][cH:13][c:12]([Cl:11])[cH:19][cH:18]2)[cH:9][cH:10]1. Reactants: O=[N+]([O-])c1ccc(S(=O)(=O)c2ccc(Br)cc2)cc1Cl, CCO, Cl, [Fe], O. The product is Nc1ccc(S(=O)(=O)c2ccc(Br)cc2)cc1Cl. Reaction SMILES: [Br:1][c:2]1[cH:3][cH:4][c:5]([S:8](=[O:9])(=[O:10])[c:11]2[cH:12][c:13]([Cl:20])[c:14]([N+:17]([O-:18])=[O:19])[cH:15][cH:16]2)[cH:6][cH:7]1.[CH3:24][CH2:25][OH:26].[ClH:22].[Fe:23].[OH2:21]>>[Br:1][c:2]1[cH:3][cH:4][c:5]([S:8](=[O:9])(=[O:10])[c:11]2[cH:12][c:13]([Cl:20])[c:14]([NH2:17])[cH:15][cH:16]2)[cH:6][cH:7]1.